This data is from the Open Reaction Database (ORD), a public repository of structured organic reaction records. The task is: describe an organic reaction: reactants, conditions, products, and yield Starting materials: FC(C1=CC=C2C(=CC(=NC2=C1)C1=CC=CC=C1)NC1=CC=C(C(=O)N2CCNCC2)C=C1)(F)F (4-[4-[[7-(trifluoromethyl)phenyl-4-quinolinyl]amino]benzoyl]piperazine), FC(C1=CC=C(C=C1)S(=O)(=O)Cl)(F)F (p-trifluoromethylphenylsulfonyl chloride). Run in C(C)N(CC)CC (triethylamine). Product: FC(C1=CC=C(C=C1)S(=O)(=O)N1CCN(CC1)C(C1=CC=C(C=C1)NC1=CC=NC2=CC(=CC=C12)C(F)(F)F)=O)(F)F (1-[4-(trifluoromethyl)phenylsulfonyl]-4-[4-[[7-(trifluoromethyl)-4-quinolinyl]amino]benzoyl]piperazine). As a reaction SMILES: [F:1][C:2]([F:35])([F:34])[C:3]1[CH:12]=[C:11]2[C:6]([C:7]([NH:19][C:20]3[CH:33]=[CH:32][C:23]([C:24]([N:26]4[CH2:31][CH2:30][NH:29][CH2:28][CH2:27]4)=[O:25])=[CH:22][CH:21]=3)=[CH:8][C:9](C3C=CC=CC=3)=[N:10]2)=[CH:5][CH:4]=1.[F:36][C:37]([F:49])([F:48])[C:38]1[CH:43]=[CH:42][C:41]([S:44](Cl)(=[O:46])=[O:45])=[CH:40][CH:39]=1>C(N(CC)CC)C>[F:36][C:37]([F:49])([F:48])[C:38]1[CH:43]=[CH:42][C:41]([S:44]([N:29]2[CH2:30][CH2:31][N:26]([C:24](=[O:25])[C:23]3[CH:22]=[CH:21][C:20]([NH:19][C:7]4[C:6]5[C:11](=[CH:12][C:3]([C:2]([F:1])([F:34])[F:35])=[CH:4][CH:5]=5)[N:10]=[CH:9][CH:8]=4)=[CH:33][CH:32]=3)[CH2:27][CH2:28]2)(=[O:46])=[O:45])=[CH:40][CH:39]=1. Reported procedure: In the manner given in Example 15, 4-[4-[[7-(trifluoromethyl)phenyl-4-quinolinyl]amino]benzoyl]piperazine is reacted with p-trifluoromethylphenylsulfonyl chloride in the presence of triethylamine to give 1-[4-(trifluoromethyl)phenylsulfonyl]-4-[4-[[7-(trifluoromethyl)-4-quinolinyl]amino]benzoyl]piperazine. The reactants are CC1=NN(C(=C1OC1=CC=C(C=C1)CO)C)C1=NC=CC(=N1)C1=NC=CC=C1 ({4-[3,5-dimethyl-1-(4-pyridin-2-yl-pyrimidin-2-yl)-1H-pyrazol-4-yloxy]phenyl}-methanol), CC(=O)OI1(C=2C=CC=CC2C(=O)O1)(OC(=O)C)OC(=O)C (Dess-Martin periodinane). Run in C(Cl)(Cl)Cl (chloroform). Reaction conditions: time 3 hour. Yields the product CC1=NN(C(=C1OC1=CC=C(C=O)C=C1)C)C1=NC=CC(=N1)C1=NC=CC=C1 (4-[3,5-Dimethyl-1-(4-pyridin-2-yl-pyrimidin-2-yl)-1H-pyrazol-4-yloxy]-benzaldehyde). Isolated yield 90.0%. As a reaction SMILES: [CH3:1][C:2]1[C:6]([O:7][C:8]2[CH:13]=[CH:12][C:11]([CH2:14][OH:15])=[CH:10][CH:9]=2)=[C:5]([CH3:16])[N:4]([C:17]2[N:22]=[C:21]([C:23]3[CH:28]=[CH:27][CH:26]=[CH:25][N:24]=3)[CH:20]=[CH:19][N:18]=2)[N:3]=1.CC(OI1(OC(C)=O)(OC(C)=O)OC(=O)C2C=CC=CC1=2)=O>C(Cl)(Cl)Cl>[CH3:1][C:2]1[C:6]([O:7][C:8]2[CH:9]=[CH:10][C:11]([CH:14]=[O:15])=[CH:12][CH:13]=2)=[C:5]([CH3:16])[N:4]([C:17]2[N:22]=[C:21]([C:23]3[CH:28]=[CH:27][CH:26]=[CH:25][N:24]=3)[CH:20]=[CH:19][N:18]=2)[N:3]=1. Procedure details: To a solution of {4-[3,5-dimethyl-1-(4-pyridin-2-yl-pyrimidin-2-yl)-1H-pyrazol-4-yloxy]phenyl}-methanol (1.53 g, 4.10 mmol) in chloroform (80 mL) was added the Dess-Martin periodinane (2.36 g, 5.56 mmol). The reaction mixture was stirred at room temperature for 3 hours and then concentrated to provide a white paste. Flash chromatography over silica (methanol/methylene chloride) provided 1.37 g (90%) the product as a white solid. 1H NMR analysis was consistent with assigned structure. Reactants: [C-]#N, CS(C)=O, ClCc1csc2ccccc12, [Na+]. Yields the product N#CCc1csc2ccccc12. Reaction SMILES: [C-:1]#[N:2].[CH3:15][S:16]([CH3:17])=[O:18].[Cl:4][CH2:5][c:6]1[cH:7][s:8][c:9]2[c:10]1[cH:11][cH:12][cH:13][cH:14]2.[Na+:3]>>[C:1](#[N:2])[CH2:5][c:6]1[cH:7][s:8][c:9]2[c:10]1[cH:11][cH:12][cH:13][cH:14]2. Starting materials: CC(C)O, Cc1ccc2c(Cl)nccc2c1I, Nc1cccc(C(F)(F)F)c1. Yields the product Cc1ccc2c(Nc3cccc(C(F)(F)F)c3)nccc2c1I. Reaction SMILES: [CH:25]([OH:26])([CH3:27])[CH3:28].[Cl:1][c:2]1[n:3][cH:4][cH:5][c:6]2[c:7]([I:13])[c:8]([CH3:12])[cH:9][cH:10][c:11]12.[F:14][C:15]([c:16]1[cH:17][c:18]([NH2:19])[cH:20][cH:21][cH:22]1)([F:23])[F:24]>>[c:2]1([NH:19][c:18]2[cH:17][c:16]([C:15]([F:14])([F:23])[F:24])[cH:22][cH:21][cH:20]2)[n:3][cH:4][cH:5][c:6]2[c:7]([I:13])[c:8]([CH3:12])[cH:9][cH:10][c:11]12. Starting materials: OC1=C(C=O)C=C(C=C1)N1N=NN=C1 (2-hydroxy-5-tetrazol-1-yl-benzaldehyde), C([O-])([O-])=O.[K+].[K+] (potassium carbonate), IC (iodomethane), O (water). Solvent: CN(C=O)C (dimethylformamide). Conditions: time 2 hour. Yields the product COC1=C(C=O)C=C(C=C1)N1N=NN=C1 (2-Methoxy-5-tetrazol-1-yl-benzaldehyde). The yield is 67.0%. RXN SMILES: [OH:1][C:2]1[CH:9]=[CH:8][C:7]([N:10]2[CH:14]=[N:13][N:12]=[N:11]2)=[CH:6][C:3]=1[CH:4]=[O:5].[C:15](=O)([O-])[O-].[K+].[K+].IC.O>CN(C)C=O>[CH3:15][O:1][C:2]1[CH:9]=[CH:8][C:7]([N:10]2[CH:14]=[N:13][N:12]=[N:11]2)=[CH:6][C:3]=1[CH:4]=[O:5] |f:1.2.3|. Procedure: To a solution of 2-hydroxy-5-tetrazol-1-yl-benzaldehyde (2.63 mmol) in dimethylformamide (5 ml) was added potassium carbonate (3.95 mmol) and iodomethane (3.95 mmol) and the mixture was stirred under nitrogen atmosphere for 2 h. The mixture was poured into water (100 ml) and the white solid formed filtered to afford the title compound in a 67% yield. The reactants are C(C1=CC=CC=C1)(=O)CCN1CCC2(CC1)OC(C1=CC=CC=C12)C1=CC=CC=C1 (1'-(2-benzoylethyl)-1,3-dihydro-3-phenylspiro[isobenzofuran-1,4'-piperidine]), CO (methanol), [BH4-].[Na+] (sodium borohydride). The solvent is O (water). Product: OC(CCN1CCC2(CC1)OC(C1=CC=CC=C12)C1=CC=CC=C1)C1=CC=CC=C1 (1,3-dihydro-1'-(3-hydroxy-3-phenylpropyl)-3-phenylspiro[isobenzofuran-1,4'-piperidine]). RXN SMILES: [C:1]([CH2:9][CH2:10][N:11]1[CH2:16][CH2:15][C:14]2([C:24]3[C:19](=[CH:20][CH:21]=[CH:22][CH:23]=3)[CH:18]([C:25]3[CH:30]=[CH:29][CH:28]=[CH:27][CH:26]=3)[O:17]2)[CH2:13][CH2:12]1)(=[O:8])[C:2]1[CH:7]=[CH:6][CH:5]=[CH:4][CH:3]=1.CO.[BH4-].[Na+]>O>[OH:8][CH:1]([C:2]1[CH:3]=[CH:4][CH:5]=[CH:6][CH:7]=1)[CH2:9][CH2:10][N:11]1[CH2:12][CH2:13][C:14]2([C:24]3[C:19](=[CH:20][CH:21]=[CH:22][CH:23]=3)[CH:18]([C:25]3[CH:26]=[CH:27][CH:28]=[CH:29][CH:30]=3)[O:17]2)[CH2:15][CH2:16]1 |f:2.3|. Procedure: A solution of 2.5 g. of 1'-(2-benzoylethyl)-1,3-dihydro-3-phenylspiro[isobenzofuran-1,4'-piperidine], (Example 107), 30 ml. of methanol, and 0.35 g. of sodium borohydride is stirred at room temperature for 4 hours, diluted with water, and extracted with chloroform. The chloroform solution is dried over sodium sulfate and concentrated to provide 1,3-dihydro-1'-(3-hydroxy-3-phenylpropyl)-3-phenylspiro[isobenzofuran-1,4'-piperidine]. The reactants are Cl.ClC=1C=C(C=NC1OCC(F)(F)F)C(C)N ((+)-1-(5-chloro-6-(2,2,2-trifluoroethoxy)pyridin-3-yl)ethanamine hydrochloride), NC1=CC(=NC=N1)C(=O)O (6-aminopyrimidine-4-carboxylic acid). Product: NC1=CC(=NC=N1)C(=O)NC(C)C=1C=NC(=C(C1)Cl)OCC(F)(F)F (6-amino-N-(1-(5-chloro-6-(2,2,2-trifluoroethoxy)pyridin-3-yl)ethyl)pyrimidine-4-carb oxamide). The yield is 90.0%. As a reaction SMILES: Cl.[Cl:2][C:3]1[CH:4]=[C:5]([CH:15]([NH2:17])[CH3:16])[CH:6]=[N:7][C:8]=1[O:9][CH2:10][C:11]([F:14])([F:13])[F:12].[NH2:18][C:19]1[N:24]=[CH:23][N:22]=[C:21]([C:25](O)=[O:26])[CH:20]=1>>[NH2:18][C:19]1[N:24]=[CH:23][N:22]=[C:21]([C:25]([NH:17][CH:15]([C:5]2[CH:6]=[N:7][C:8]([O:9][CH2:10][C:11]([F:12])([F:13])[F:14])=[C:3]([Cl:2])[CH:4]=2)[CH3:16])=[O:26])[CH:20]=1 |f:0.1|. Reported procedure: The title compound is prepared in 90% yield (195 mg, clear colorless oil) from (+)-1-(5-chloro-6-(2,2,2-trifluoroethoxy)pyridin-3-yl)ethanamine hydrochloride (167 mg, 0.58 mmol, Amine-5, single enantiomer) and 6-aminopyrimidine-4-carboxylic acid (80 mg, 0.58 mmol) by the similar manner in Step-1 of Example 8. As a reaction SMILES: [C:19]([CH3:20])(=[O:21])[NH:22][c:23]1[cH:24][cH:25][c:26]([NH2:27])[cH:28][n:29]1.[CH3:30][CH2:31][OH:32].[Cl:1][C:2]1=[CH:3][C:4](=[C:12]2[C:13]([CH3:18])=[N:14][NH:15][C:16]2=[O:17])[NH:5][c:6]2[cH:7][cH:8][cH:9][cH:10][c:11]21>>[C:2]1([O:21][CH2:19][CH3:20])=[CH:3][C:4](=[C:12]2[C:13]([CH3:18])=[N:14][NH:15][C:16]2=[O:17])[NH:5][c:6]2[cH:7][cH:8][cH:9][cH:10][c:11]21. The product is CCOC1=CC(=C2C(=O)NN=C2C)Nc2ccccc21. The reactants are CC(=O)Nc1ccc(N)cn1, CCO, CC1=NNC(=O)C1=C1C=C(Cl)c2ccccc2N1. Starting materials: CCC(C)=O, Cc1cc(OC(=O)OC(C)(C)C)ccc1OC(CCCl)c1ccccc1, [I-], [Na+]. The product is Cc1cc(OC(=O)OC(C)(C)C)ccc1OC(CCI)c1ccccc1. Reaction SMILES: [CH3:29][C:30](=[O:31])[CH2:32][CH3:33].[Cl:1][CH2:2][CH2:3][CH:4]([O:5][c:6]1[c:7]([CH3:20])[cH:8][c:9]([O:12][C:13](=[O:14])[O:15][C:16]([CH3:17])([CH3:18])[CH3:19])[cH:10][cH:11]1)[c:21]1[cH:22][cH:23][cH:24][cH:25][cH:26]1.[I-:28].[Na+:27]>>[CH2:2]([CH2:3][CH:4]([O:5][c:6]1[c:7]([CH3:20])[cH:8][c:9]([O:12][C:13](=[O:14])[O:15][C:16]([CH3:17])([CH3:18])[CH3:19])[cH:10][cH:11]1)[c:21]1[cH:22][cH:23][cH:24][cH:25][cH:26]1)[I:28]. Starting materials: O=c1c(-c2ccccc2)c2n(c(=O)n1Cc1ccccc1)CC=CS2, CO, Cc1ccccc1, FB(F)F. The product is O=c1[nH]c(=O)n2c(c1-c1ccccc1)SC=CC2. As a reaction SMILES: [CH2:5]([c:6]1[cH:7][cH:8][cH:9][cH:10][cH:11]1)[n:12]1[c:13](=[O:29])[n:14]2[c:15]([c:20](-[c:23]3[cH:24][cH:25][cH:26][cH:27][cH:28]3)[c:21]1=[O:22])[S:16][CH:17]=[CH:18][CH2:19]2.[CH3:30][OH:31].[CH3:32][c:33]1[cH:34][cH:35][cH:36][cH:37][cH:38]1.[F:1][B:2]([F:3])[F:4]>>[nH:12]1[c:13](=[O:29])[n:14]2[c:15]([c:20](-[c:23]3[cH:24][cH:25][cH:26][cH:27][cH:28]3)[c:21]1=[O:22])[S:16][CH:17]=[CH:18][CH2:19]2.